Dataset: the Open Reaction Database (ORD), a public repository of structured organic reaction records. Task: describe an organic reaction: reactants, conditions, products, and yield The reactants are ClC=1C=C2C(CCOC2=CC1)NC1=C(C=CC(=C1)F)S(=O)(=O)C (6-chloro-N-(5-fluoro-2-(methylsulfonyl)phenyl)chroman-4-amine), N1CCNCC1 (piperazine), C(C)(C)N(C(C)C)CC (N,N-diisopropylethylamine). Solvent: C(C)#N (acetonitrile). Product: ClC=1C=C2C(CCOC2=CC1)NC1=C(C=CC(=C1)N1CCNCC1)S(=O)(=O)C (6-Chloro-N-(2-(methylsulfonyl)-5-(piperazin-1-yl)phenyl)chroman-4-amine). Isolated yield 15.4%. RXN SMILES: [Cl:1][C:2]1[CH:3]=[C:4]2[C:9](=[CH:10][CH:11]=1)[O:8][CH2:7][CH2:6][CH:5]2[NH:12][C:13]1[CH:18]=[C:17](F)[CH:16]=[CH:15][C:14]=1[S:20]([CH3:23])(=[O:22])=[O:21].[NH:24]1[CH2:29][CH2:28][NH:27][CH2:26][CH2:25]1.C(N(CC)C(C)C)(C)C>C(#N)C>[Cl:1][C:2]1[CH:3]=[C:4]2[C:9](=[CH:10][CH:11]=1)[O:8][CH2:7][CH2:6][CH:5]2[NH:12][C:13]1[CH:18]=[C:17]([N:24]2[CH2:29][CH2:28][NH:27][CH2:26][CH2:25]2)[CH:16]=[CH:15][C:14]=1[S:20]([CH3:23])(=[O:22])=[O:21]. Procedure details: A solution of 6-chloro-N-(5-fluoro-2-(methylsulfonyl)phenyl)chroman-4-amine (143.0 mg, 0.4 mmol), piperazine (694.0 mg, 8.00 mmol) and N,N-diisopropylethylamine (0.52 mL, 4.00 mmol) in acetonitrile (5 mL) was stirred at reflux for 16 h. The reaction mixture was cooled down and concentrated under reduced pressure. The residue was taken up in dichloromethane, washed with water, dried and concentrated in vacuo. The crude product was purified by silica chromatography (5% methanol in dichloromethane)...